Dataset: the Open Reaction Database (ORD), a public repository of structured organic reaction records. Task: describe an organic reaction: reactants, conditions, products, and yield The reactants are CC(C)(C)OC(=O)N1CCC(n2ncc3c(Cl)ncnc32)CC1, O=C([O-])[O-], CN(C)C=O, Oc1ccc(C(F)(F)F)nc1, [K+], [K+]. Yields the product CC(C)(C)OC(=O)N1CCC(n2ncc3c(Oc4ccc(C(F)(F)F)nc4)ncnc32)CC1. Reaction SMILES: [C:1]([CH3:2])([CH3:3])([CH3:4])[O:5][C:6](=[O:7])[N:8]1[CH2:9][CH2:10][CH:11]([n:14]2[n:15][cH:16][c:17]3[c:18]2[n:19][cH:20][n:21][c:22]3[Cl:23])[CH2:12][CH2:13]1.[C:35](=[O:36])([O-:37])[O-:38].[CH3:41][N:42]([CH3:43])[CH:44]=[O:45].[F:24][C:25]([c:26]1[cH:27][cH:28][c:29]([OH:32])[cH:30][n:31]1)([F:33])[F:34].[K+:39].[K+:40]>>[C:1]([CH3:2])([CH3:3])([CH3:4])[O:5][C:6](=[O:7])[N:8]1[CH2:9][CH2:10][CH:11]([n:14]2[n:15][cH:16][c:17]3[c:18]2[n:19][cH:20][n:21][c:22]3[O:32][c:29]2[cH:28][cH:27][c:26]([C:25]([F:24])([F:33])[F:34])[n:31][cH:30]2)[CH2:12][CH2:13]1. Reactants: O=C([O-])[O-], CS(=O)(=O)OCC1CC2CN(C(=O)OCc3ccccc3)CC2C1, [Cs+], [Cs+], COc1cc2c(Oc3ccc([N+](=O)[O-])cc3F)ccnc2cc1O, O. Yields the product COc1cc2c(Oc3ccc([N+](=O)[O-])cc3F)ccnc2cc1OCC1CC2CN(C(=O)OCc3ccccc3)CC2C1. RXN SMILES: [C:25](=[O:26])([O-:27])[O-:28].[CH2:31]([c:32]1[cH:33][cH:34][cH:35][cH:36][cH:37]1)[O:38][C:39](=[O:40])[N:41]1[CH2:42][CH:43]2[CH:44]([CH2:45]1)[CH2:46][CH:47]([CH2:49][O:50][S:51]([CH3:52])(=[O:53])=[O:54])[CH2:48]2.[Cs+:29].[Cs+:30].[F:1][c:2]1[c:3]([O:4][c:5]2[cH:6][cH:7][n:8][c:9]3[cH:10][c:11]([OH:17])[c:12]([O:15][CH3:16])[cH:13][c:14]23)[cH:18][cH:19][c:20]([N+:22](=[O:23])[O-:24])[cH:21]1.[OH2:55]>>[F:1][c:2]1[c:3]([O:4][c:5]2[cH:6][cH:7][n:8][c:9]3[cH:10][c:11]([O:17][CH2:49][CH:47]4[CH2:46][CH:44]5[CH:43]([CH2:42][N:41]([C:39]([O:38][CH2:31][c:32]6[cH:33][cH:34][cH:35][cH:36][cH:37]6)=[O:40])[CH2:45]5)[CH2:48]4)[c:12]([O:15][CH3:16])[cH:13][c:14]23)[cH:18][cH:19][c:20]([N+:22](=[O:23])[O-:24])[cH:21]1.